The task is: describe an organic reaction: reactants, conditions, products, and yield. This data is from the Open Reaction Database (ORD), a public repository of structured organic reaction records. Starting materials: [Li+].CC(C)[N-]C(C)C (LDA), N1(CCC(CC1)C(=O)OCC)C(=O)OC(C)(C)C (1-tert-butyl 4-ethyl piperidine-1,4-dicarboxylate), C(OCC1=CC=CC=C1)Cl (BOMCl). Solvent: C1CCOC1 (THF). Run at time 30 minute. The product is C(C1=CC=CC=C1)OCC1(CCN(CC1)C(=O)OC(C)(C)C)C(=O)OCC (1-tert-butyl 4-ethyl 4-(benzyloxymethyl)piperidine-1,4-dicarboxylate). The yield is 34.1%. As a reaction SMILES: [Li+].CC([N-]C(C)C)C.[N:9]1([C:20]([O:22][C:23]([CH3:26])([CH3:25])[CH3:24])=[O:21])[CH2:14][CH2:13][CH:12]([C:15]([O:17][CH2:18][CH3:19])=[O:16])[CH2:11][CH2:10]1.[CH2:27](Cl)[O:28][CH2:29][C:30]1[CH:35]=[CH:34][CH:33]=[CH:32][CH:31]=1>C1COCC1>[CH2:29]([O:28][CH2:27][C:12]1([C:15]([O:17][CH2:18][CH3:19])=[O:16])[CH2:11][CH2:10][N:9]([C:20]([O:22][C:23]([CH3:25])([CH3:24])[CH3:26])=[O:21])[CH2:14][CH2:13]1)[C:30]1[CH:35]=[CH:34][CH:33]=[CH:32][CH:31]=1 |f:0.1|. Procedure details: LDA (2.64 mL, 5.82 mmol) was added to a solution of 1-tert-butyl 4-ethyl piperidine-1,4-dicarboxylate (1 g, 3.88 mmol) in THF (35 ML) at −78° C. The reaction was stirred for 30 min, and then BOMCl (0.6 g, 3.88 mmol) was added. The reaction was allowed to warm to room temperature, and then quenched with aq. NH4Cl. The aqueous layer was extracted with EtOAc, and the organic extract was washed with brine, dried over MgSO4, and concentrated under vacuum. The residue was purified by flash chromatogra...